Task: describe an organic reaction: reactants, conditions, products, and yield. Dataset: the Open Reaction Database (ORD), a public repository of structured organic reaction records Reactants: FC=1C=C(C=CC1OC(F)(F)F)[C@@H](C1=NC=CC=C1F)NC(=O)C=1C=CC(=C(C1)N(C(C(=O)OC)=O)C)[N+](=O)[O-] ((S)-methyl 2-((5-(((3-fluoro-4-(trifluoromethoxy)phenyl)(3-fluoropyridin-2-yl)methyl)carbamoyl)-2-nitrophenyl)(methyl)amino)-2-oxoacetate), P(=O)([O-])([O-])[O-].[K+].[K+].[K+] (potassium phosphate). The solvent is CO (MeOH). Run at time 4 hour. Product: FC=1C=C(C=CC1OC(F)(F)F)[C@H](NC(=O)C=1C=C2N(C(C(N(C2=CC1)O)=O)=O)C)C1=NC=CC=C1F ((S)—N-((3-Fluoro-4-(trifluoromethoxy)phenyl)(3-fluoropyridin-2-yl)methyl)-1-hydroxy-4-methyl-2,3-dioxo-1,2,3,4-tetrahydroquinoxaline-6-carboxamide). RXN SMILES: [F:1][C:2]1[CH:3]=[C:4]([C@H:13]([NH:21][C:22]([C:24]2[CH:25]=[CH:26][C:27]([N+:38]([O-])=[O:39])=[C:28]([N:30]([CH3:37])[C:31](=[O:36])[C:32]([O:34]C)=O)[CH:29]=2)=[O:23])[C:14]2[C:19]([F:20])=[CH:18][CH:17]=[CH:16][N:15]=2)[CH:5]=[CH:6][C:7]=1[O:8][C:9]([F:12])([F:11])[F:10].P([O-])([O-])([O-])=O.[K+].[K+].[K+]>CO>[F:1][C:2]1[CH:3]=[C:4]([C@@H:13]([C:14]2[C:19]([F:20])=[CH:18][CH:17]=[CH:16][N:15]=2)[NH:21][C:22]([C:24]2[CH:29]=[C:28]3[C:27](=[CH:26][CH:25]=2)[N:38]([OH:39])[C:32](=[O:34])[C:31](=[O:36])[N:30]3[CH3:37])=[O:23])[CH:5]=[CH:6][C:7]=1[O:8][C:9]([F:10])([F:12])[F:11] |f:1.2.3.4|. Procedure: To a solution of (S)-methyl 2-((5-(((3-fluoro-4-(trifluoromethoxy)phenyl)(3-fluoropyridin-2-yl)methyl)carbamoyl)-2-nitrophenyl)(methyl)amino)-2-oxoacetate (0.500 g, 0.880 mmol) in MeOH (3 mL, Aldrich), was added palladium, 10 wt. % (dry basis) on activate carbon, wet, degussa type (0.047 g, 0.440 mmol, Aldrich). The resulting mixture was stirred at room temperature under hydrogen (balloon) for 4 h. The mixture was filtered through celite and the celite was washed with MeOH (2×10 mL). The combine... The reactants are O1CCC(CC1)CN1N=NC2=C1C=C(C=C2)C2=C1C(=NC=C2)NC(=C1)C1=CCN(CC1)C(=O)OC(C)(C)C (tert-butyl 4-(4-(1-((tetrahydro-2H-pyran-4-yl)methyl)-1H-benzo[d][1,2,3]triazol-6-yl)-1H-pyrrolo[2,3-b]pyridin-2-yl)-5,6-dihydropyridine-1(2H)-carboxylate), FC(C(=O)O)(F)F (trifluoroacetic acid). The solvent is ClCCl (dichloromethane). Conditions: time 16 hour. Yields the product O1CCC(CC1)CN1N=NC2=C1C=C(C=C2)C2=C1C(=NC=C2)NC(=C1)C=1CCNCC1 (1-(tetrahydro-2H-pyran-4-ylmethyl)-6-[2-(1,2,3,6-tetrahydropyridin-4-yl)-1H-pyrrolo[2,3-b]pyridin-4-yl]-1H-benzotriazole), hydrochloride salt. As a reaction SMILES: [O:1]1[CH2:6][CH2:5][CH:4]([CH2:7][N:8]2[C:12]3[CH:13]=[C:14]([C:17]4[CH:22]=[CH:21][N:20]=[C:19]5[NH:23][C:24]([C:26]6[CH2:31][CH2:30][N:29](C(OC(C)(C)C)=O)[CH2:28][CH:27]=6)=[CH:25][C:18]=45)[CH:15]=[CH:16][C:11]=3[N:10]=[N:9]2)[CH2:3][CH2:2]1.FC(F)(F)C(O)=O>ClCCl>[O:1]1[CH2:2][CH2:3][CH:4]([CH2:7][N:8]2[C:12]3[CH:13]=[C:14]([C:17]4[CH:22]=[CH:21][N:20]=[C:19]5[NH:23][C:24]([C:26]6[CH2:31][CH2:30][NH:29][CH2:28][CH:27]=6)=[CH:25][C:18]=45)[CH:15]=[CH:16][C:11]=3[N:10]=[N:9]2)[CH2:5][CH2:6]1. Procedure: A solution of Example 36F (0.315 g, 0.612 mmol) in dichloromethane (8 mL) was treated with trifluoroacetic acid (0.472 mL, 6.12 mmol). The mixture was stirred for 16 hours at room temperature then heated at 40° C. for 4 hours. The reaction was concentrated and the residue was dissolved in 2 mL of methanol and treated slowly with 1.5 mL of 2M HCl in ether. The suspension was stirred for 15 minutes then diluted with ether. The solids were filtered, washed with ether, and vacuum oven dried to give ... Reactants: C(C1=CC=CC=C1)N1[C@@H](C(OCC1=O)(C)C)C(=O)O ((S)-4-benzyl-2,2-dimethyl-5-oxomorpholine-3-carboxylic acid), C(C1=CC=CC=C1)Br (benzyl bromide). The product is C(C1=CC=CC=C1)N1[C@@H](C(OCC1=O)(C)C)C(=O)OCC1=CC=CC=C1 ((S)-benzyl 4-benzyl-2,2-dimethyl-5-oxomorpholine-3-carboxylate). Yield: 54.0%. Reaction SMILES: [CH2:1]([N:8]1[C:13](=[O:14])[CH2:12][O:11][C:10]([CH3:16])([CH3:15])[C@H:9]1[C:17]([OH:19])=[O:18])[C:2]1[CH:7]=[CH:6][CH:5]=[CH:4][CH:3]=1.[CH2:20](Br)[C:21]1[CH:26]=[CH:25][CH:24]=[CH:23][CH:22]=1>>[CH2:1]([N:8]1[C:13](=[O:14])[CH2:12][O:11][C:10]([CH3:16])([CH3:15])[C@H:9]1[C:17]([O:19][CH2:20][C:21]1[CH:26]=[CH:25][CH:24]=[CH:23][CH:22]=1)=[O:18])[C:2]1[CH:7]=[CH:6][CH:5]=[CH:4][CH:3]=1. Procedure: (S)-4-benzyl-2,2-dimethyl-5-oxomorpholine-3-carboxylic acid (11.2 g, 42.5 mmol) was reacted with benzyl bromide (8.72 g, 51 mmol) according to the procedure as described in Example 34, Step A to give the title compound as a white solid (8.11 g, 54%). The compound was characterized by the following spectroscopic data: Starting materials: NC=1SC(=NN1)SCC1=CC=CC=C1 (2-amino-5-benzylthio-1,3,4-thiadiazole), CC(C(=O)OC1=C(C=C(C=C1Cl)Cl)Cl)C(=O)OC1=C(C=C(C=C1Cl)Cl)Cl (bis(2,4,6-trichlorophenyl) 2-methylmalonate), ClC1=CC=CC=C1 (chlorobenzene). Run in CCCCCC (n-hexane). Reaction conditions: time 1 hour. The product is C(C1=CC=CC=C1)SC1=NN2C(=NC(=C(C2=O)C)O)S1 (2-benzylthio-7-hydroxy-6-methyl-5H-1,3,4-thiadiazolo[3,2-a]pyrimidin-5-one). Isolated yield 90.6%. Reaction SMILES: [NH2:1][C:2]1[S:3][C:4]([S:7][CH2:8][C:9]2[CH:14]=[CH:13][CH:12]=[CH:11][CH:10]=2)=[N:5][N:6]=1.[CH3:15][CH:16]([C:29](OC1C(Cl)=CC(Cl)=CC=1Cl)=[O:30])[C:17](OC1C(Cl)=CC(Cl)=CC=1Cl)=[O:18].ClC1C=CC=CC=1>CCCCCC>[CH2:8]([S:7][C:4]1[S:3][C:2]2=[N:1][C:29]([OH:30])=[C:16]([CH3:15])[C:17](=[O:18])[N:6]2[N:5]=1)[C:9]1[CH:10]=[CH:11][CH:12]=[CH:13][CH:14]=1. Procedure details: A mixture of 19.3 g of 2-amino-5-benzylthio-1,3,4-thiadiazole, 41.3 g of bis(2,4,6-trichlorophenyl) 2-methylmalonate and 60 ml of chlorobenzene was stirred at 135°-140° C. for 1 hour. After cooling, n-hexane was added to the reaction mixture and the formed precipitate was separated by filtration. The separated precipitate was washed with n-hexane and thus 23.9 g of 2-benzylthio-7-hydroxy-6-methyl-5H-1,3,4-thiadiazolo[3,2-a]pyrimidin-5-one was obtained. m.p. 247°-250° C. Yield 91%.